Dataset: the Open Reaction Database (ORD), a public repository of structured organic reaction records. Task: describe an organic reaction: reactants, conditions, products, and yield Reactants: C([C@H](O)C1=CC=CC=C1)(=O)O ((R)-Mandelic acid), C(C(C)(C)C)(=O)Cl (pivaloyl chloride), CN(C=O)C (N,N-dimethylformamide), S(=O)(Cl)Cl (thionyl chloride). The solvent is C1(=CC=CC=C1)C (toluene), C1(=CC=CC=C1)C (toluene). Reaction conditions: temperature 60 celsius, time 3 hour. Product: C(C(C)(C)C)(=O)O[C@@H](C(=O)Cl)C1=CC=CC=C1 ((R)-2-chloro-2-oxo-1-phenylethyl pivalate). RXN SMILES: [C:1]([OH:11])(=O)[C@@H:2]([C:4]1[CH:9]=[CH:8][CH:7]=[CH:6][CH:5]=1)[OH:3].[C:12](Cl)(=[O:17])[C:13]([CH3:16])([CH3:15])[CH3:14].CN(C)C=O.S(Cl)([Cl:26])=O>C1(C)C=CC=CC=1>[C:12]([O:3][C@H:2]([C:4]1[CH:5]=[CH:6][CH:7]=[CH:8][CH:9]=1)[C:1]([Cl:26])=[O:11])(=[O:17])[C:13]([CH3:16])([CH3:15])[CH3:14]. Procedure details: (R)-Mandelic acid (10 g, 65.7 mmol) was dissolved in toluene (20 mL) at which point pivaloyl chloride (10.2 mL, 82.9 mmol) was added. This mixture was stirred at 60° C. for 3 hours. After cooling the reaction mixture to 30° C., toluene (10 mL), N,N-dimethylformamide (0.3 mL) and thionyl chloride (10 mL) were added. The reaction mixture was stirred at 35° C. for 2 hours and then at 50° C. for 4 hours. Then the mixture was evaporated to dryness to furnish 14.5 g (R)-2-chloro-2-oxo-1-phenylethyl pi... Starting materials: BrC=1C=C(CSC2=C(C=CC=3CCN(CCC32)C(=O)OC(C)(C)C)Cl)C=CC1Cl (6-(3-bromo-4-chloro-benzylthio)-3-tert-butoxycarbonyl-7-chloro-2,3,4,5-tetrahydro-1H-benzo[d]azepine), N1CCCC1 (pyrrolidine). Product: Cl.ClC1=C(C2=C(CCNCC2)C=C1)SCC1=CC(=C(C=C1)Cl)N1CCCC1 (7-Chloro-6-(4-chloro-3-pyrrolidin-1-yl-benzylthio)-2,3,4,5-tetrahydro-1H-benzo[d]azepine hydrochloride). Reaction SMILES: Br[C:2]1[CH:3]=[C:4]([CH:26]=[CH:27][C:28]=1[Cl:29])[CH2:5][S:6][C:7]1[C:17]2[CH2:16][CH2:15][N:14](C(OC(C)(C)C)=O)[CH2:13][CH2:12][C:11]=2[CH:10]=[CH:9][C:8]=1[Cl:25].[NH:30]1[CH2:34][CH2:33][CH2:32][CH2:31]1>>[ClH:25].[Cl:25][C:8]1[CH:9]=[CH:10][C:11]2[CH2:12][CH2:13][NH:14][CH2:15][CH2:16][C:17]=2[C:7]=1[S:6][CH2:5][C:4]1[CH:26]=[CH:27][C:28]([Cl:29])=[C:2]([N:30]2[CH2:34][CH2:33][CH2:32][CH2:31]2)[CH:3]=1 |f:2.3|. Procedure details: Use a method similar to the Example 419, using 6-(3-bromo-4-chloro-benzylthio)-3-tert-butoxycarbonyl-7-chloro-2,3,4,5-tetrahydro-1H-benzo[d]azepine and pyrrolidine to give, after deprotection using a method similar to the General Procedure 1-4, the title compound as a white solid. MS (ES+) m/z: 407 (M+H)+.